Dataset: the Open Reaction Database (ORD), a public repository of structured organic reaction records. Task: describe an organic reaction: reactants, conditions, products, and yield Reactants: BrC1=C(C(=O)N2CCN(CC2)C(CNC(=O)C2=CC=C(C=C2)C2=CC=CC=C2)=O)C=C(C=C1)OC (Biphenyl-4-carboxylic acid {2-[4-(2-bromo-5-methoxy-benzoyl)-piperazin-1-yl]-2-oxo-ethyl}-amide), B(Br)(Br)Br (BBr3). The solvent is C(Cl)Cl (DCM). Reaction conditions: temperature -78 celsius, time 4 hour. Yields the product BrC1=C(C(=O)N2CCN(CC2)C(CNC(=O)C2=CC=C(C=C2)C2=CC=CC=C2)=O)C=C(C=C1)O (Biphenyl-4-carboxylic acid {2-[4-(2-bromo-5-hydroxy-benzoyl)-piperazin-1-yl]-2-oxo-ethyl}-amide). Yield: 29.5%. Reaction SMILES: [Br:1][C:2]1[CH:33]=[CH:32][C:31]([O:34]C)=[CH:30][C:3]=1[C:4]([N:6]1[CH2:11][CH2:10][N:9]([C:12](=[O:29])[CH2:13][NH:14][C:15]([C:17]2[CH:22]=[CH:21][C:20]([C:23]3[CH:28]=[CH:27][CH:26]=[CH:25][CH:24]=3)=[CH:19][CH:18]=2)=[O:16])[CH2:8][CH2:7]1)=[O:5].B(Br)(Br)Br>C(Cl)Cl>[Br:1][C:2]1[CH:33]=[CH:32][C:31]([OH:34])=[CH:30][C:3]=1[C:4]([N:6]1[CH2:11][CH2:10][N:9]([C:12](=[O:29])[CH2:13][NH:14][C:15]([C:17]2[CH:22]=[CH:21][C:20]([C:23]3[CH:28]=[CH:27][CH:26]=[CH:25][CH:24]=3)=[CH:19][CH:18]=2)=[O:16])[CH2:8][CH2:7]1)=[O:5]. Reported procedure: A solution of Biphenyl-4-carboxylic acid {2-[4-(2-bromo-5-methoxy-benzoyl)-piperazin-1-yl]-2-oxo-ethyl}-amide (prepared by the method as described above) (115 mg, 0.21 mmol) in DCM (5 ml) was cooled to −78° C. To the resulting mixture added BBr3 (357 mg, 1.42 ml, 1.43 mmol) and stirred at same temperature for 4 hrs. The reaction mixture was brought to −30° C. and quenched with cold MeOH dropwise, concentrated the mixture under reduced pressure to get the residue. The obtained residue was purifie... RXN SMILES: [OH:1][C:2]1[CH:3]=[C:4]([C:8]2[CH:13]=[CH:12][C:11]([C:14]([NH2:16])=[O:15])=[CH:10][CH:9]=2)[CH:5]=[CH:6][CH:7]=1.[Br:17][CH2:18][CH2:19][Cl:20].C(=O)([O-])[O-].[K+].[K+]>C(O)C.O.C(OCC)(=O)C>[Cl:20][CH2:19][CH2:18][O:1][C:2]1[CH:3]=[C:4]([C:8]2[CH:13]=[CH:12][C:11]([C:14]([NH2:16])=[O:15])=[CH:10][CH:9]=2)[CH:5]=[CH:6][CH:7]=1.[Br:17][CH2:18][CH2:19][O:1][C:2]1[CH:3]=[C:4]([C:8]2[CH:13]=[CH:12][C:11]([C:14]([NH2:16])=[O:15])=[CH:10][CH:9]=2)[CH:5]=[CH:6][CH:7]=1 |f:2.3.4|. Reported procedure: Into three separate microwave vials was distributed equally a mixture of 3′-hydroxy-4-biphenylcarboxamide (Intermediate A-1-1) (1.0 g, 0.005 mol), 1-bromo-2-chloroethane (2.8 g, 0.02 mol) and potassium carbonate (2.8 g, 0.02 mol) in ethanol (2.2 mL) and water (1.8 mL) was placed in a microwave at 150° C. until the reaction was complete as determined by LC/MS. The contents of the vials were combined and diluted with ethyl acetate and water. The aqueous phase was extracted with ethyl acetate. The ... Solvent: C(C)(=O)OCC (ethyl acetate), O (water), C(C)O (ethanol), O (water). Starting materials: OC=1C=C(C=CC1)C1=CC=C(C=C1)C(=O)N (3′-hydroxy-4-biphenylcarboxamide), BrCCCl (1-bromo-2-chloroethane), C([O-])([O-])=O.[K+].[K+] (potassium carbonate). Yields the product ClCCOC=1C=C(C=CC1)C1=CC=C(C=C1)C(=O)N (3′-[(2-chloroethyl)oxy]-4-biphenylcarboxamide), BrCCOC=1C=C(C=CC1)C1=CC=C(C=C1)C(=O)N (3′-[(2-bromoethyl)oxy]-4-biphenylcarboxamide).